Task: describe an organic reaction: reactants, conditions, products, and yield. Dataset: the Open Reaction Database (ORD), a public repository of structured organic reaction records Conditions: temperature 0 celsius, time 15 minute. Reported procedure: A dimethylformamide (hereinafter referred to as DMF) (500 ml) solution of isatin (14.70 g, 100 mmol, purity 98%; manufactured by SIGMA-ALDRICH) was cooled to 0° C. in an ice bath, and sodium hydride (4.73 g, 118 mmol, 60% in oil; manufactured by Tokyo Chemical Industry Co., Ltd.) was added by portions with a spatula over a period of 10 min. After stirring for 15 min, methyl iodide (7.5 mL, 120 mmol) was added by portions with a Komagome pipette over a period of 10 min. The mixture was stirred at... Reaction SMILES: [NH:1]1[C:11]2[C:6](=[CH:7][CH:8]=[CH:9][CH:10]=2)[C:4](=[O:5])[C:2]1=[O:3].[H-].[Na+].[CH3:14]I.Cl>CN(C)C=O>[CH3:14][N:1]1[C:11]2[C:6](=[CH:7][CH:8]=[CH:9][CH:10]=2)[C:4](=[O:5])[C:2]1=[O:3] |f:1.2|. Yields the product CN1C(=O)C(=O)C2=CC=CC=C12 (N-methylisatin). Starting materials: Cl (hydrochloric acid), solution, CI (methyl iodide), N1C(=O)C(=O)C2=CC=CC=C12 (isatin), [H-].[Na+] (sodium hydride). Isolated yield 84.4%. Solvent: CN(C=O)C (dimethylformamide), CN(C=O)C (DMF).